Dataset: the Open Reaction Database (ORD), a public repository of structured organic reaction records. Task: describe an organic reaction: reactants, conditions, products, and yield Reactants: C(C)N(C(=O)N[C@@H]1CN([C@@H]2CC3=C(NC4=CC=CC([C@H]2C1)=C34)I)C)CC (1,1-diethyl-3-(2-iodo-6-methyl-8α-ergolinyl)urea), C(C)(=O)Cl (acetyl chloride), [OH-].[K+] (potassium hydroxide), C([O-])(O)=O.[Na+] (sodium bicarbonate), [OH-].[K+] (potassium hydroxide), C(C)(=O)Cl (acetyl chloride), ice water. The reagents and catalysts are S(=O)(=O)(O)[O-].C(CCC)[N+](CCCC)(CCCC)CCCC (tetrabutylammonium hydrogen sulfate), S(=O)(=O)(O)[O-].C(CCC)[N+](CCCC)(CCCC)CCCC (tetrabutylammonium hydrogen sulfate). Solvent: C(Cl)Cl (methylene chloride). Reaction conditions: time 1 hour. Product: C(C)N(C(=O)N[C@@H]1CN([C@@H]2CC3=C(N(C4=CC=CC([C@H]2C1)=C34)C(C)=O)I)C)CC (1,1-diethyl-3-(2-iodo-1-acetyl-6-methyl-8α-ergolinyl)urea). Reaction SMILES: [CH2:1]([N:3]([CH2:25][CH3:26])[C:4]([NH:6][C@H:7]1[CH2:21][C@H:20]2[C@@H:10]([CH2:11][C:12]3[C:22]4[C:15](=[CH:16][CH:17]=[CH:18][C:19]2=4)[NH:14][C:13]=3[I:23])[N:9]([CH3:24])[CH2:8]1)=[O:5])[CH3:2].[C:27](Cl)(=[O:29])[CH3:28].[OH-].[K+].C(=O)(O)[O-].[Na+]>C(Cl)Cl.S([O-])(O)(=O)=O.C([N+](CCCC)(CCCC)CCCC)CCC>[CH2:25]([N:3]([CH2:1][CH3:2])[C:4]([NH:6][C@H:7]1[CH2:21][C@H:20]2[C@@H:10]([CH2:11][C:12]3[C:22]4[C:15](=[CH:16][CH:17]=[CH:18][C:19]2=4)[N:14]([C:27](=[O:29])[CH3:28])[C:13]=3[I:23])[N:9]([CH3:24])[CH2:8]1)=[O:5])[CH3:26] |f:2.3,4.5,7.8|. Reported procedure: 1.05 g of 1,1-diethyl-3-(2-iodo-6-methyl-8α-ergolinyl)urea is stirred for 3 hours at room temperature in 90 ml of methylene chloride with 115 mg of tetrabutylammonium hydrogen sulfate, 0.18 ml of acetyl chloride and 139 mg of pulverized potassium hydroxide pellets. After suctioning off over kieselguhr, the mixture is once again combined with the same amounts of acetyl chloride, pulverized potassium hydroxide and tetrabutylammonium hydrogen sulfate and stirred for one hour at room temperature. Af... Starting materials: Brc1ccc2cc[nH]c2c1, Cc1ccccc1, CCO, [Na+], [Na+], O=C([O-])[O-], OB(O)c1ccc(F)cc1, c1ccc(P(c2ccccc2)(c2ccccc2)[Pd](P(c2ccccc2)(c2ccccc2)c2ccccc2)(P(c2ccccc2)(c2ccccc2)c2ccccc2)P(c2ccccc2)(c2ccccc2)c2ccccc2)cc1. Yields the product Fc1ccc(-c2ccc3cc[nH]c3c2)cc1. RXN SMILES: [Br:1][c:2]1[cH:3][cH:4][c:5]2[cH:6][cH:7][nH:8][c:9]2[cH:10]1.[CH3:27][c:28]1[cH:29][cH:30][cH:31][cH:32][cH:33]1.[CH3:34][CH2:35][OH:36].[Na+:21].[Na+:22].[O-:23][C:24](=[O:25])[O-:26].[OH:11][B:12]([OH:13])[c:14]1[cH:15][cH:16][c:17]([F:18])[cH:19][cH:20]1.[cH:37]1[cH:38][cH:39][c:40]([P:41]([Pd:42]([P:43]([c:44]2[cH:45][cH:46][cH:47][cH:48][cH:49]2)([c:50]2[cH:51][cH:52][cH:53][cH:54][cH:55]2)[c:56]2[cH:57][cH:58][cH:59][cH:60][cH:61]2)([P:62]([c:63]2[cH:64][cH:65][cH:66][cH:67][cH:68]2)([c:69]2[cH:70][cH:71][cH:72][cH:73][cH:74]2)[c:75]2[cH:76][cH:77][cH:78][cH:79][cH:80]2)[P:81]([c:82]2[cH:83][cH:84][cH:85][cH:86][cH:87]2)([c:88]2[cH:89][cH:90][cH:91][cH:92][cH:93]2)[c:94]2[cH:95][cH:96][cH:97][cH:98][cH:99]2)([c:100]2[cH:101][cH:102][cH:103][cH:104][cH:105]2)[c:106]2[cH:107][cH:108][cH:109][cH:110][cH:111]2)[cH:112][cH:113]1>>[c:2]1(-[c:14]2[cH:15][cH:16][c:17]([F:18])[cH:19][cH:20]2)[cH:3][cH:4][c:5]2[cH:6][cH:7][nH:8][c:9]2[cH:10]1. The reactants are ON1N=CC=C1C1=CC=C(C=C1)OC (1-hydroxy-5-(4-methoxyphenyl)pyrazole), CN(C(=O)Cl)C1=CC=CC=C1 (N-methyl-N-phenylcarbamoyl chloride). Yields the product COC1=CC=C(C=C1)C1=CC=NN1OC(N(C1=CC=CC=C1)C)=O (Methyl-phenyl-carbamic acid 5-(4-methoxy-phenyl)-pyrazol-1-yl ester). Reaction SMILES: [OH:1][N:2]1[C:6]([C:7]2[CH:12]=[CH:11][C:10]([O:13][CH3:14])=[CH:9][CH:8]=2)=[CH:5][CH:4]=[N:3]1.[CH3:15][N:16]([C:20]1[CH:25]=[CH:24][CH:23]=[CH:22][CH:21]=1)[C:17](Cl)=[O:18]>>[CH3:14][O:13][C:10]1[CH:9]=[CH:8][C:7]([C:6]2[N:2]([O:1][C:17](=[O:18])[N:16]([CH3:15])[C:20]3[CH:25]=[CH:24][CH:23]=[CH:22][CH:21]=3)[N:3]=[CH:4][CH:5]=2)=[CH:12][CH:11]=1. Procedure: The title compound was prepared from 1-hydroxy-5-(4-methoxyphenyl)pyrazole and N-methyl-N-phenylcarbamoyl chloride applying the general procedure 8. The crude product was purified by flash chromatography (Quad flash 12, EtOAc-heptane) (38%, yellow crystals). The reactants are [Li+].CC(C)[N-]C(C)C (LDA), CC1(N2CCCC2CC(C1)=O)C (Hexahydro-5,5-dimethylindolizin-7(1H)-one), CI (methyl iodide). Run in C1CCOC1 (THF). Conditions: temperature -78 celsius, time 30 minute. Yields the product CC1(N2CCCC2C(C(C1)=O)C)C (Hexahydro-5,5,8-trimethylindolizin-7(1H)-one). Yield: 55.6%. Reaction SMILES: [CH3:1][C:2]1([CH3:12])[CH2:10][C:9](=[O:11])[CH2:8][CH:7]2[N:3]1[CH2:4][CH2:5][CH2:6]2.[Li+].[CH3:14]C([N-]C(C)C)C.CI>C1COCC1>[CH3:1][C:2]1([CH3:12])[CH2:10][C:9](=[O:11])[CH:8]([CH3:14])[CH:7]2[N:3]1[CH2:4][CH2:5][CH2:6]2 |f:1.2|. Procedure: Hexahydro-5,5-dimethylindolizin-7(1H)-one (racemic) (1.41 g, 8.43 mmol) was dissolved in dry THF (50 ml); the flask was flushed with nitrogen and cooled to −78° C. LDA (5.9 ml, 11.8 mmol) was added via syringe and stirred for 30 minutes. Subsequently, neat methyl iodide (1.30 ml, 21.1 mmol) was added via syringe. The clear, pale yellow solution was stirred overnight and allowed to warm to room temperature. The reaction was then quenched with a saturated NH4Cl solution and extracted with ethyl ac... Reactants: ClC1=NC=CC(=C1)C=1N(C(N(C1)CC1=C(C=CC=C1)C#N)=O)C1=CC=C(C=C1)F (4-(2-chloropyridin-4-yl)-3-(4-fluorophenyl)-1-(2-cyanobenzy 1)-4-imidazolin-2-one), CC(C)([O-])C.[Na+] (sodium t-butoxide), (diphenylphsophino)-1,1′-binaphthyl, Example 1 ( 6 ), C[C@@H](C1=CC=CC=C1)N ((S)-(−)-α-methylbenzylamine), C(C)(=O)OCC (ethyl acetate). The reagents and catalysts are C(C)(=O)[O-].[Pd+2].C(C)(=O)[O-] (palladium acetate). The solvent is C1(=CC=CC=C1)C (toluene). Run at temperature 70 celsius, time 18 hour. Yields the product C(#N)C1=C(CN2C(N(C(=C2)C2=CC(=NC=C2)N[C@@H](C)C2=CC=CC=C2)C2=CC=C(C=C2)F)=O)C=CC=C1 (1-(2-cyanobenzyl)-3-(4-fluorophenyl)-4-[(2-(1-(S)-phenyl-ethylamino)pyridin-4-yl)]-4-imidazolin-2-one). As a reaction SMILES: Cl[C:2]1[CH:7]=[C:6]([C:8]2[N:9]([C:23]3[CH:28]=[CH:27][C:26]([F:29])=[CH:25][CH:24]=3)[C:10](=[O:22])[N:11]([CH2:13][C:14]3[CH:19]=[CH:18][CH:17]=[CH:16][C:15]=3[C:20]#[N:21])[CH:12]=2)[CH:5]=[CH:4][N:3]=1.[CH3:30][C@H:31]([NH2:38])[C:32]1[CH:37]=[CH:36][CH:35]=[CH:34][CH:33]=1.CC(C)([O-])C.[Na+].C(OCC)(=O)C>C1(C)C=CC=CC=1.C([O-])(=O)C.[Pd+2].C([O-])(=O)C>[C:20]([C:15]1[CH:16]=[CH:17][CH:18]=[CH:19][C:14]=1[CH2:13][N:11]1[CH:12]=[C:8]([C:6]2[CH:5]=[CH:4][N:3]=[C:2]([NH:38][C@H:31]([C:32]3[CH:37]=[CH:36][CH:35]=[CH:34][CH:33]=3)[CH3:30])[CH:7]=2)[N:9]([C:23]2[CH:28]=[CH:27][C:26]([F:29])=[CH:25][CH:24]=2)[C:10]1=[O:22])#[N:21] |f:2.3,6.7.8|. Reported procedure: 50 mg of 4-(2-chloropyridin-4-yl)-3-(4-fluorophenyl)-1-(2-cyanobenzy 1)-4-imidazolin-2-one (a compound of Reference Example 1 (6)), 79 μl of (S)-(−)-α-methylbenzylamine, 5.5 mg of palladium acetate, 15 mg of 2,2′-bis (diphenylphsophino)-1,1′-binaphthyl and 17 mg of sodium t-butoxide were suspended in 1 ml of toluene, and the mixture was stirred at 70° C. for 18 hours, under nitrogen flow. The reaction mixture was diluted by ethyl acetate, and insoluble matter was removed by filtration through Ce...